Task: describe an organic reaction: reactants, conditions, products, and yield. Dataset: the Open Reaction Database (ORD), a public repository of structured organic reaction records Starting materials: COC=1C=C(C=CC1O)[C@@H]2[C@H]3CO[C@H]([C@H]3CO2)C=4C=CC(=C(C4)OC)O (pinoresinol), COC=1C=C(C=CC1O)[C@@H]2[C@H]3CO[C@H]([C@H]3CO2)C=4C=CC(=C(C4)OC)O (Pinoresinol), [3H]secoisolariciresinol, COC=1C=C(C=CC1O)C[C@H]2CO[C@@H]([C@H]2CO)C=3C=CC(=C(C3)OC)O (lariciresinol), [3H]lariciresinol, [4R-3H]NADPH. Run in CO (MeOH). Run at temperature 30 celsius, time 3 hour. Yields the product COC=1C=C(C=CC1O)[C@H]2[C@@H]3CO[C@H]([C@@H]3CO2)C=4C=CC(=C(C4)OC)O.COC1=C(C=CC(=C1)C[C@H]2CO[C@@H]([C@H]2CO)C3=CC(=C(C=C3)O)OC)O ((+)-Pinoresinol (+)-Lariciresinol). Reaction SMILES: [CH3:1][O:2][C:3]1[CH:4]=[C:5]([C@H:10]2[O:17][CH2:16][C@H:15]3[C@@H:11]2[CH2:12][O:13][C@H:14]3[C:18]2[CH:19]=[CH:20][C:21]([OH:26])=[C:22]([O:24][CH3:25])[CH:23]=2)[CH:6]=[CH:7][C:8]=1[OH:9].[CH3:27][O:28][C:29]1[CH:30]=[C:31]([CH2:36][C@@H:37]2[C@H:41]([CH2:42][OH:43])[C@@H:40]([C:44]3[CH:45]=[CH:46][C:47]([OH:52])=[C:48]([O:50][CH3:51])[CH:49]=3)[O:39][CH2:38]2)[CH:32]=[CH:33][C:34]=1[OH:35]>CO>[CH3:1][O:2][C:3]1[CH:4]=[C:5]([C@@H:10]2[O:17][CH2:16][C@@H:15]3[C@H:11]2[CH2:12][O:13][C@H:14]3[C:18]2[CH:19]=[CH:20][C:21]([OH:26])=[C:22]([O:24][CH3:25])[CH:23]=2)[CH:6]=[CH:7][C:8]=1[OH:9].[CH3:27][O:28][C:29]1[CH:30]=[C:31]([CH2:36][C@@H:37]2[C@H:41]([CH2:42][OH:43])[C@@H:40]([C:44]3[CH:45]=[CH:46][C:47]([OH:52])=[C:48]([O:50][CH3:51])[CH:49]=3)[O:39][CH2:38]2)[CH:32]=[CH:33][C:34]=1[OH:35] |f:3.4|. Procedure details: Enzyme Assays. Pinoresinol and lariciresinol reductase activities were assayed by monitoring the formation of [3H]lariciresinol and [3H]secoisolariciresinol as set forth in Example 8, with the following modifications. Briefly, each assay for pinoresinol reductase activity consisted of (±)-pinoresinols (5 mM in MeOH, 20 μl) and the enzyme preparation (i.e., total protein extract from E. coli, 210 μl). The enzymatic reaction was initiated by addition of [4R-3H]NADPH (10 mM, 6.79 kBq/mmol in distil... Reactants: CO, [I-], [K+], [Na+], [OH-], O, c1ccc2[nH]ccc2c1. Yields the product Ic1c[nH]c2ccccc12. As a reaction SMILES: [CH3:14][OH:15].[I-:11].[K+:10].[Na+:13].[OH-:12].[OH2:16].[cH:1]1[cH:2][cH:3][c:4]2[nH:5][cH:6][cH:7][c:8]2[cH:9]1>>[cH:1]1[cH:2][cH:3][c:4]2[nH:5][cH:6][c:7]([I:11])[c:8]2[cH:9]1. Reactants: F[B-](F)(F)F.C(C)(C)(C)P(C(C)(C)C)C(C)(C)C (tri-t-butyl phosphine tetrafluoroborate), BrC1=CC=C2C=NNC2=C1 (6-Bromo-1H-indazole), C(C)(C)(C)OC(C)=O (t-butylacetate), [Li+].C[Si](C)(C)[N-][Si](C)(C)C (LiHMDS). The reagents and catalysts are C=1C=CC(=CC1)/C=C/C(=O)/C=C/C2=CC=CC=C2.C=1C=CC(=CC1)/C=C/C(=O)/C=C/C2=CC=CC=C2.[Pd] (Bis(dibenzylideneacetone)palladium). The solvent is C1(=CC=CC=C1)C (toluene). Reaction conditions: temperature 0 celsius, time 2 hour. Product: N1N=CC2=CC=C(C=C12)CC(=O)OC(C)(C)C (tert-Butyl 1H-indazol-6-ylacetate). The yield is 65.2%. As a reaction SMILES: Br[C:2]1[CH:10]=[C:9]2[C:5]([CH:6]=[N:7][NH:8]2)=[CH:4][CH:3]=1.[C:11]([O:15][C:16](=[O:18])[CH3:17])([CH3:14])([CH3:13])[CH3:12].[Li+].C[Si]([N-][Si](C)(C)C)(C)C.F[B-](F)(F)F.C(P(C(C)(C)C)C(C)(C)C)(C)(C)C>C1(C)C=CC=CC=1.C1C=CC(/C=C/C(/C=C/C2C=CC=CC=2)=O)=CC=1.C1C=CC(/C=C/C(/C=C/C2C=CC=CC=2)=O)=CC=1.[Pd]>[NH:8]1[C:9]2[C:5](=[CH:4][CH:3]=[C:2]([CH2:17][C:16]([O:15][C:11]([CH3:14])([CH3:13])[CH3:12])=[O:18])[CH:10]=2)[CH:6]=[N:7]1 |f:2.3,4.5,7.8.9|. Procedure: 6-Bromo-1H-indazole (1.3 g, 6.6 mmol) and t-butylacetate (1.33 mL, 9.9 mmol) in toluene (20 mL) were degassed with argon for 15 mins. Then the mixture was cooled to 0° C. and LiHMDS (16.5 mL, 16.5 mmol, 1M in hexane) was added dropwise. Bis(dibenzylideneacetone)palladium (380 mg, 0.66 mmol) and tri-t-butyl phosphine tetrafluoroborate (383 mg, 1.32 mmol) were added and the mixture was stirred at 10° C. for 2 hours. The mixture was quenched with water (10 mL) then extracted with EtOAc (3×25 mL). T... The reactants are BrC1=CC=C(S1)C(=O)NCC1=CC=2N(C=C1)C=CN2 (5-bromo-N-(imidazo[1,2-a]pyridin-7-ylmethyl)thiophene-2-carboxamide), C(C)(C)[C@H]1NC(OC1)=O ((R)-4-isopropyloxazolidin-2-one), CN(CCN)C (N,N-dimethylethane-1,2-diamine), C([O-])([O-])=O.[K+].[K+] (potassium carbonate). Reagents/catalysts: [Cu]I (copper(I) iodide). Solvent: O1CCOCC1 (dioxane). Yields the product N=1C=CN2C1C=C(C=C2)CNC(=O)C=2SC(=CC2)N2C(OC[C@H]2C(C)C)=O (N-(imidazo[1,2-a]pyridin-7-ylmethyl)-5-[(4R)-2-oxo-4-(propan-2-yl)-1,3-oxazolidin-3-yl]thiophene-2-carboxamide). Reaction SMILES: Br[C:2]1[S:6][C:5]([C:7]([NH:9][CH2:10][C:11]2[CH:16]=[CH:15][N:14]3[CH:17]=[CH:18][N:19]=[C:13]3[CH:12]=2)=[O:8])=[CH:4][CH:3]=1.[CH:20]([C@@H:23]1[CH2:27][O:26][C:25](=[O:28])[NH:24]1)([CH3:22])[CH3:21].CN(C)CCN.C(=O)([O-])[O-].[K+].[K+]>O1CCOCC1.[Cu]I>[N:19]1[CH:18]=[CH:17][N:14]2[CH:15]=[CH:16][C:11]([CH2:10][NH:9][C:7]([C:5]3[S:6][C:2]([N:24]4[C@H:23]([CH:20]([CH3:22])[CH3:21])[CH2:27][O:26][C:25]4=[O:28])=[CH:3][CH:4]=3)=[O:8])=[CH:12][C:13]=12 |f:3.4.5|. Reported procedure: A solution of 5-bromo-N-(imidazo[1,2-a]pyridin-7-ylmethyl)thiophene-2-carboxamide (84 mg, 0.25 mmol), (R)-4-isopropyloxazolidin-2-one (32 mg, 0.25 mmol), N,N-dimethylethane-1,2-diamine (2 mg, 0.025 mmol), copper(I) iodide (5 mg, 0.025 mmol) and potassium carbonate (121 mg, 0.88 mmol) in dioxane (1 ml) was stirred at 110° C. overnight. Concentration and reverse phase chromatography provided the title compound. 1H NMR (400 MHz, methanol-d4) δ ppm 9.13 (t, J=5.3 Hz, 1H), 8.74 (d, J=5.5 Hz, 1H), 8.1... As a reaction SMILES: CS(O[CH2:6][CH2:7][CH2:8][CH2:9][CH2:10][CH2:11][C:12]1[O:16][C:15]([N:17]2[CH:21]=[CH:20][N:19]=[C:18]2[CH3:22])=[N:14][C:13]=1[C:23]1[CH:28]=[CH:27][C:26]([Cl:29])=[CH:25][CH:24]=1)(=O)=[O:3].[NH:30]1[CH:34]=[CH:33][N:32]=[CH:31]1.C(=O)([O-])[O-].[K+].[K+].[ClH:41].C(OCC)(=O)C>CO.O.CN(C)C=O>[OH2:3].[ClH:29].[ClH:41].[Cl:29][C:26]1[CH:27]=[CH:28][C:23]([C:13]2[N:14]=[C:15]([N:17]3[CH:21]=[CH:20][N:19]=[C:18]3[CH3:22])[O:16][C:12]=2[CH2:11][CH2:10][CH2:9][CH2:8][CH2:7][CH2:6][N:30]2[CH:34]=[CH:33][N:32]=[CH:31]2)=[CH:24][CH:25]=1.[Cl:29][C:26]1[CH:27]=[CH:28][C:23]([C:13]2[N:14]=[C:15]([N:17]3[CH:21]=[CH:20][N:19]=[C:18]3[CH3:22])[O:16][C:12]=2[CH2:11][CH2:10][CH2:9][CH2:8][CH2:7][CH2:6][N:30]2[CH:34]=[CH:33][N:32]=[CH:31]2)=[CH:24][CH:25]=1.[ClH:29].[ClH:29] |f:2.3.4,5.6,10.11.12.13.14.15.16|. Reaction conditions: temperature 92.5 celsius, time 2 hour. Procedure: A mixture of 6-[4-(4-chlorophenyl)-2-(2-methyl-1-imidazolyl)-5-oxazolyl]hexyl methansulfonate(2.11 g), imidazole(660 mg), potassium carbonate(1.33 g) and N,N-dimethylformamide(40 ml) was stirred for 2 hours at 90-95° C. Water was added to the reaction mixture. The resulting mixture was extracted with ethyl acetate. The ethyl acetate layer was washed with water, and dried(MgSO4). The residue obtained by evaporating the solvent was subjected to silica gel column chromatography. From the fraction e... Yield: 49.0%. Reactants: 4-(4-chlorophenyl)-5-[6-(i-imidazolyl)hexyl]-2-(2-methyl-1-imidazolyl)oxazole, CS(=O)(=O)OCCCCCCC1=C(N=C(O1)N1C(=NC=C1)C)C1=CC=C(C=C1)Cl (6-[4-(4-chlorophenyl)-2-(2-methyl-1-imidazolyl)-5-oxazolyl]hexyl methansulfonate), N1C=NC=C1 (imidazole), C([O-])([O-])=O.[K+].[K+] (potassium carbonate), Cl.C(C)(=O)OCC (hydrochloric acid ethyl acetate). Product: O.Cl.Cl.ClC1=CC=C(C=C1)C=1N=C(OC1CCCCCCN1C=NC=C1)N1C(=NC=C1)C.ClC1=CC=C(C=C1)C=1N=C(OC1CCCCCCN1C=NC=C1)N1C(=NC=C1)C.Cl.Cl (4-(4-chlorophenyl)-5-[6-(l-imidazolyl)hexyl]-2-(2-methyl-1-imidazolyl)oxazole dihydrochloride hemihydrate). Solvent: CN(C=O)C (N,N-dimethylformamide), O (Water), CO (methanol). Procedure: N-[[2-chloro-4-[5-(3,5-dibromo-4-fluorophenyl)-5-trifluoromethyl-4,5-dihydroisoxazol-3-yl]phenyl]methyl]phthalimide (0.75 g) in ethanol (10 mL) was added hydrazine monohydrate (1.07 g). The mixture was heated to reflux for 1 hour and then cooled to room temperature. The resulting mixture was filtered and concentrated under reduced pressure. The residue was dissolved in chloroform (10 mL) and filtered, and the filtrate was washed with water (10 mL) and brine, dried over anhydrous sodium sulfate a... Yields the product NCC1=C(C=C(C=C1)C1=NOC(C1)(C(F)(F)F)C1=CC(=C(C(=C1)Br)F)Br)Cl (3-(4-aminomethyl-3-chlorophenyl)-5-(3,5-dibromo-4-fluorophenyl)-5-trifluoromethyl-4,5-dihydroisoxazole), resin. The reactants are ClC1=C(C=CC(=C1)C1=NOC(C1)(C(F)(F)F)C1=CC(=C(C(=C1)Br)F)Br)CN1C(C=2C(C1=O)=CC=CC2)=O (N-[[2-chloro-4-[5-(3,5-dibromo-4-fluorophenyl)-5-trifluoromethyl-4,5-dihydroisoxazol-3-yl]phenyl]methyl]phthalimide), O.NN (hydrazine monohydrate). Reaction SMILES: [Cl:1][C:2]1[CH:7]=[C:6]([C:8]2[CH2:12][C:11]([C:17]3[CH:22]=[C:21]([Br:23])[C:20]([F:24])=[C:19]([Br:25])[CH:18]=3)([C:13]([F:16])([F:15])[F:14])[O:10][N:9]=2)[CH:5]=[CH:4][C:3]=1[CH2:26][N:27]1C(=O)C2=CC=CC=C2C1=O.O.NN>C(O)C>[NH2:27][CH2:26][C:3]1[CH:4]=[CH:5][C:6]([C:8]2[CH2:12][C:11]([C:17]3[CH:22]=[C:21]([Br:23])[C:20]([F:24])=[C:19]([Br:25])[CH:18]=3)([C:13]([F:16])([F:15])[F:14])[O:10][N:9]=2)=[CH:7][C:2]=1[Cl:1] |f:1.2|. Run in C(C)O (ethanol).